From a dataset of the Open Reaction Database (ORD), a public repository of structured organic reaction records. describe an organic reaction: reactants, conditions, products, and yield Starting materials: [H-].[Na+] (Sodium hydride), C(#N)C=1C=C(C=CC1)C(CCC(=O)OCC)O (ethyl 3-(cyano)-gamma-(hydroxy)benzenebutanoate), C1=CC(=CC=C1CBr)C#N (a-bromo-p-tolunitrile), [I-].[K+] (potassium iodide), Cl (HCl). Run in C(C)(=O)OCC (ethyl acetate), CCCCCC (hexane), CN(C)C=O (DMF). Conditions: temperature 0 celsius, time 2 hour. The product is C(#N)C=1C=C(C=CC1)C(CCC(=O)OCC)OCC1=CC=C(C=C1)C#N (ethyl 3-(cyano)-gamma-[[4-(cyano)phenyl]methoxy]benzenebutanoate), residue. Yield: 45.0%. RXN SMILES: [H-].[Na+].[C:3]([C:5]1[CH:6]=[C:7]([CH:11]([OH:19])[CH2:12][CH2:13][C:14]([O:16][CH2:17][CH3:18])=[O:15])[CH:8]=[CH:9][CH:10]=1)#[N:4].[CH:20]1[C:25]([CH2:26]Br)=[CH:24][CH:23]=[C:22]([C:28]#[N:29])[CH:21]=1.[I-].[K+].Cl>CCCCCC.CN(C=O)C.C(OCC)(=O)C>[C:3]([C:5]1[CH:6]=[C:7]([CH:11]([O:19][CH2:26][C:25]2[CH:24]=[CH:23][C:22]([C:28]#[N:29])=[CH:21][CH:20]=2)[CH2:12][CH2:13][C:14]([O:16][CH2:17][CH3:18])=[O:15])[CH:8]=[CH:9][CH:10]=1)#[N:4] |f:0.1,4.5|. Procedure details: Part C. Sodium hydride (0.76 mmol) (washed free of the mineral oil with hexane) was added to a solution of ethyl 3-(cyano)-gamma-(hydroxy)benzenebutanoate (0.15 gm, 0.64 mmol), a-bromo-p-tolunitrile (0.125 gm, 0.64 mmol) and potassium iodide in 5 mL DMF at 0° C. under a nitrogen atmosphere. The reaction was stirred for 2 hrs at 0° C. and was allowed to stir at ambient temperature overnight. The reaction solution was poured into 1N HCl and extracted with ethyl acetate. The combined organic layer ... Starting materials: CI, O=C(O)C=Cc1ccc(Cl)c(Cl)c1, CN(C)C=O. Product: COC(=O)C=Cc1ccc(Cl)c(Cl)c1. As a reaction SMILES: [CH3:14][I:15].[Cl:1][c:2]1[cH:3][c:4]([CH:9]=[CH:10][C:11](=[O:12])[OH:13])[cH:5][cH:6][c:7]1[Cl:8].[O:16]=[CH:17][N:18]([CH3:19])[CH3:20]>>[Cl:1][c:2]1[cH:3][c:4]([CH:9]=[CH:10][C:11](=[O:12])[O:13][CH3:14])[cH:5][cH:6][c:7]1[Cl:8]. The reactants are CS(=O)(=O)C1CCN(CC1)C(=O)OC(C)(C)C (tert-butyl 4-(methylsulfonyl)piperidine-1-carboxylate), Cl (hydrogen chloride). Yields the product CS(=O)(=O)C1CCNCC1 (4-(methylsulfonyl)piperidine). Run in C1CCOC1 (THF). Run at temperature 20 celsius, time 15 hour. Procedure details: A mixture of tert-butyl 4-(methylsulfonyl)piperidine-1-carboxylate (1.5 g, 5.70 mmol) and hydrogen chloride (7.12 mL, 28.5 mmol) in THF (20 mL) was stirred at 20° C. for 15 hours. TLC indicated the formation of desired product, the reaction mixture was filtered and the pale yellow solid was collected to provide desired product (1 g, 88%). LCMS: m/e 163.96 (M+H)+, 0.25 min (method 10). Reaction SMILES: [CH3:1][S:2]([CH:5]1[CH2:10][CH2:9][N:8](C(OC(C)(C)C)=O)[CH2:7][CH2:6]1)(=[O:4])=[O:3].Cl>C1COCC1>[CH3:1][S:2]([CH:5]1[CH2:10][CH2:9][NH:8][CH2:7][CH2:6]1)(=[O:4])=[O:3]. Reactants: C(C=C)C1C2(OC2CCC1(Cl)Cl)Cl (2allyl,1,3,3-trichloro-7-oxabicyclo[4.1.0]heptane), Cl (HCl). The solvent is CN(C)C=O (DMF). Conditions: time 7.5 minute. The product is C(C=C)C1=C(C=CC=C1Cl)O (2-allyl -3-chlorophenol). Yield: 88.8%. As a reaction SMILES: [CH2:1]([CH:4]1[C:10](Cl)([Cl:11])[CH2:9][CH2:8][CH:7]2[C:5]1(Cl)[O:6]2)[CH:2]=[CH2:3].Cl>CN(C=O)C>[CH2:1]([C:4]1[C:10]([Cl:11])=[CH:9][CH:8]=[CH:7][C:5]=1[OH:6])[CH:2]=[CH2:3]. Reported procedure: 2 g (8.28 mmol) of epoxide 2j in solution in 5 cm3 of anhydrous DMF were heated to reflux for 5 h. The solution was acidified (pH<1) with 3N HCl, extracted with ether and concentrated, and a 3N sodium hydroxide solution was added to the ether phase (while the mixture was kept stirred for 5 to 10 min), the ether phase was removed and the material washed once with ether. The aqueous phase was acidified using a solution with 3N HCl (pH=1) and extracted with ether (4×30 cm3), dried over MgSO4, filte... Reactants: FC(C(=O)O)(F)F (2,2,2-Trifluoroacetic acid), [Si](C1=CC=CC=C1)(C1=CC=CC=C1)(C(C)(C)C)OCC1CN(C1)C(=O)OC(C)(C)C (tert-butyl 3-((tert-butyldiphenylsilyloxy)methyl)azetidine-1-carboxylate). Solvent: C(Cl)Cl (DCM). Conditions: time 1 hour. The product is [Si](C1=CC=CC=C1)(C1=CC=CC=C1)(C(C)(C)C)OCC1CNC1 (3-((tert-butyldiphenylsilyloxy)methyl)azetidine). Yield: 98.8%. As a reaction SMILES: FC(F)(F)C(O)=O.[Si:8]([O:25][CH2:26][CH:27]1[CH2:30][N:29](C(OC(C)(C)C)=O)[CH2:28]1)([C:21]([CH3:24])([CH3:23])[CH3:22])([C:15]1[CH:20]=[CH:19][CH:18]=[CH:17][CH:16]=1)[C:9]1[CH:14]=[CH:13][CH:12]=[CH:11][CH:10]=1>C(Cl)Cl>[Si:8]([O:25][CH2:26][CH:27]1[CH2:30][NH:29][CH2:28]1)([C:21]([CH3:24])([CH3:22])[CH3:23])([C:9]1[CH:14]=[CH:13][CH:12]=[CH:11][CH:10]=1)[C:15]1[CH:16]=[CH:17][CH:18]=[CH:19][CH:20]=1. Procedure details: 2,2,2-Trifluoroacetic acid (42.9 mL, 556.53 mmol) was added to tert-butyl 3-((tert-butyldiphenylsilyloxy)methyl)azetidine-1-carboxylate (Intermediate BG4) (9.87 g, 23.19 mmol) in anhydrous DCM (50 mL) at 0° C. then allowed to stirred at room temperature for 1 hour. The solution was concentrated and made basic using sodium hydroxide (250 mL, 2M) was added. the suspension was extracted with DCM and dried with Na2SO4 to afford the product (7.46 g, 99%) Reactants: C(C)C1=CC2=C(N(C(NC2=O)=O)CC2=C(C=C(C=C2)C=2C(=CC=CC2)C#N)F)S1 (4′-[(6-ethyl-2,4-dioxo-3,4-dihydrothieno[2,3-d]pyrimidin-1(2H)-yl)methyl]-3′-fluorobiphenyl-2-carbonitrile), BrCC(=O)C1=CC(=C(C=C1)OC)F (2-bromo-1-(3-fluoro-4-methoxyphenyl)ethanone), CN(C=O)C (N,N-dimethylformamide), [H-].[Na+] (sodium hydride). The solvent is C(C)(=O)OCC (ethyl acetate). Run at time 2 hour. Yields the product C(C)C1=CC2=C(N(C(N(C2=O)CC(=O)C2=CC(=C(C=C2)OC)F)=O)CC2=C(C=C(C=C2)C=2C(=CC=CC2)C#N)F)S1 (4′-{[6-ethyl-3-[2-(3-fluoro-4-methoxyphenyl)-2-oxoethyl]-2,4-dioxo-3,4-dihydrothieno[2,3-d]pyrimidin-1(2H)-yl]methyl}-3′-fluorobiphenyl-2-carbonitrile). The yield is 63.8%. As a reaction SMILES: [CH2:1]([C:3]1[S:29][C:6]2[N:7]([CH2:13][C:14]3[CH:19]=[CH:18][C:17]([C:20]4[C:21]([C:26]#[N:27])=[CH:22][CH:23]=[CH:24][CH:25]=4)=[CH:16][C:15]=3[F:28])[C:8](=[O:12])[NH:9][C:10](=[O:11])[C:5]=2[CH:4]=1)[CH3:2].Br[CH2:31][C:32]([C:34]1[CH:39]=[CH:38][C:37]([O:40][CH3:41])=[C:36]([F:42])[CH:35]=1)=[O:33].CN(C)C=O.[H-].[Na+]>C(OCC)(=O)C>[CH2:1]([C:3]1[S:29][C:6]2[N:7]([CH2:13][C:14]3[CH:19]=[CH:18][C:17]([C:20]4[C:21]([C:26]#[N:27])=[CH:22][CH:23]=[CH:24][CH:25]=4)=[CH:16][C:15]=3[F:28])[C:8](=[O:12])[N:9]([CH2:31][C:32]([C:34]3[CH:39]=[CH:38][C:37]([O:40][CH3:41])=[C:36]([F:42])[CH:35]=3)=[O:33])[C:10](=[O:11])[C:5]=2[CH:4]=1)[CH3:2] |f:3.4|. Procedure details: To a mixture of 4′-[(6-ethyl-2,4-dioxo-3,4-dihydrothieno[2,3-d]pyrimidin-1(2H)-yl)methyl]-3′-fluorobiphenyl-2-carbonitrile (1 g), 2-bromo-1-(3-fluoro-4-methoxyphenyl)ethanone (0.67 g) and N,N-dimethylformamide (10 mL) was added 60% sodium hydride (0.15 g), and the mixture was stirred at room temperature for 2 hr. The reaction mixture was diluted with ethyl acetate, washed with 5% potassium hydrogensulfate and then saturated brine, and dried over anhydrous magnesium sulfate. The solvent was evapo... The reactants are FC=1C=C(C=CC1OCC1=CC=CC=C1)N1N=CC2=C(C=C(C=C12)C#N)O (1-{3-Fluoro-4-[(phenylmethyl)oxy]phenyl}-4-hydroxy-1H-indazole-6-carbonitrile). The reagents and catalysts are [Pd] (palladium on charcoal). The solvent is C(C)O (ethanol), C(C)(=O)OCC (ethyl acetate). Yields the product FC=1C=C(C=CC1O)N1N=CC2=C(C=C(C=C12)C#N)O (1-(3-Fluoro-4-hydroxyphenyl)-4-hydroxy-1H-indazole-6-carbonitrile). Yield: 42.3%. Reaction SMILES: [F:1][C:2]1[CH:3]=[C:4]([N:16]2[C:24]3[C:19](=[C:20]([OH:27])[CH:21]=[C:22]([C:25]#[N:26])[CH:23]=3)[CH:18]=[N:17]2)[CH:5]=[CH:6][C:7]=1[O:8]CC1C=CC=CC=1>C(O)C.C(OCC)(=O)C.[Pd]>[F:1][C:2]1[CH:3]=[C:4]([N:16]2[C:24]3[C:19](=[C:20]([OH:27])[CH:21]=[C:22]([C:25]#[N:26])[CH:23]=3)[CH:18]=[N:17]2)[CH:5]=[CH:6][C:7]=1[OH:8]. Procedure details: A solution of 1-{3-fluoro-4-[(phenylmethyl)oxy]phenyl}-4-hydroxy-1H-indazole-6-carbonitrile (D6) (308 mg, 0.86 mmol) in ethanol (10 mL) and ethyl acetate (10 mL) was hydrogenated in an H-cube over a 10% palladium on charcoal catalyst. The resulting solution was concentrated, dissolved in ethanol then the product purified by silica gel chromatography eluting with 10-100% ethyl acetate in hexane to yield the title compound (E3) (98 mg).